From a dataset of the Open Reaction Database (ORD), a public repository of structured organic reaction records. describe an organic reaction: reactants, conditions, products, and yield Starting materials: CN1C(N(CC1)C1=CC=C(C=C1)N1N=C2CCNCCC2=C1)=O (1-methyl-3-[4-(5,6,7,8-tetrahydropyrazolo[3,4-d]azepin-2(4H)-yl)phenyl]-2-imidazolidinone), CC(=O)C (acetone), CC(=O)C (acetone), C(C)(=O)O[BH-](OC(C)=O)OC(C)=O.[Na+] (sodium triacetoxyborohydride), C(C)(=O)O[BH-](OC(C)=O)OC(C)=O.[Na+] (Sodium triacetoxyborohydride). Reagents/catalysts: C(C)(=O)O (acetic acid). Solvent: CO (methanol), ClCCl (dichloromethane). Product: CN1C(N(CC1)C1=CC=C(C=C1)N1N=C2CCN(CCC2=C1)C(C)C)=O (1-Methyl-3-{4-[6-(1-methylethyl)-5,6,7,8-tetrahydropyrazolo[3,4-d]azepin-2(4H)-yl]phenyl}-2-imidazolidinone). RXN SMILES: [CH3:1][N:2]1[CH2:6][CH2:5][N:4]([C:7]2[CH:12]=[CH:11][C:10]([N:13]3[CH:22]=[C:21]4[C:15]([CH2:16][CH2:17][NH:18][CH2:19][CH2:20]4)=[N:14]3)=[CH:9][CH:8]=2)[C:3]1=[O:23].[CH3:24][C:25]([CH3:27])=O.C(O[BH-](OC(=O)C)OC(=O)C)(=O)C.[Na+]>ClCCl.C(O)(=O)C.CO>[CH3:1][N:2]1[CH2:6][CH2:5][N:4]([C:7]2[CH:12]=[CH:11][C:10]([N:13]3[CH:22]=[C:21]4[C:15]([CH2:16][CH2:17][N:18]([CH:25]([CH3:27])[CH3:24])[CH2:19][CH2:20]4)=[N:14]3)=[CH:9][CH:8]=2)[C:3]1=[O:23] |f:2.3|. Procedure details: A solution of 1-methyl-3-[4-(5,6,7,8-tetrahydropyrazolo[3,4-d]azepin-2(4H)-yl)phenyl]-2-imidazolidinone (may be prepared as described in Description 29) (44.0 mg, 0.14 mmol) in dichloromethane (3 ml) was treated with acetone (41 μl, 0.56 mmol) and acetic acid (1 drop) and stirred at room temperature. Sodium triacetoxyborohydride (60.0 mg, 0.28 mmol) was added and the mixture stirred for 3 hours and then overnight with a further portion of acetone and sodium triacetoxyborohydride added. The mixtu...